This data is from the Open Reaction Database (ORD), a public repository of structured organic reaction records. The task is: describe an organic reaction: reactants, conditions, products, and yield The product is CC(c1ccccn1)N1CCCC1. Reactants: CI, CS(C)=O, [O-][Cl+3]([O-])([O-])[O-], [H-], N#C[K], N#CC(c1ccccn1)N1CCCC1, C1CC[NH2+]C1, [Na+], C1CCOC1, O=Cc1ccccn1. RXN SMILES: [CH3:38][I:39].[CH3:40][S:41]([CH3:42])=[O:43].[Cl+3:26]([O-:27])([O-:28])([O-:29])[O-:30].[H-:36].[K:23][C:24]#[N:25].[N:1]1([CH:6]([C:7]#[N:8])[c:9]2[n:10][cH:11][cH:12][cH:13][cH:14]2)[CH2:2][CH2:3][CH2:4][CH2:5]1.[NH2+:31]1[CH2:32][CH2:33][CH2:34][CH2:35]1.[Na+:37].[O:44]1[CH2:45][CH2:46][CH2:47][CH2:48]1.[n:15]1[cH:16][cH:17][cH:18][cH:19][c:20]1[CH:21]=[O:22]>>[N:1]1([CH:6]([CH3:7])[c:9]2[n:10][cH:11][cH:12][cH:13][cH:14]2)[CH2:2][CH2:3][CH2:4][CH2:5]1. Reactants: C(=O)(Cl)Cl (phosgene), C(C1=CC=CC=C1)=C1C(NCC1)=O (3-benzylidene-2-pyrrolidinone), C(CCC)N(CCCC)CCCC (tri-n-butylamine). Run in C(C)(=O)OCC (ethyl acetate), C(C)(=O)OCC (ethyl acetate). Conditions: time 4 hour. Yields the product C(C1=CC=CC=C1)=C1C(N(CC1)C(=O)Cl)=O (3-Benzylidene-1-chlorocarbonyl-2-pyrrolidinone). RXN SMILES: [C:1]([Cl:4])(Cl)=[O:2].[CH:5](=[C:12]1[CH2:16][CH2:15][NH:14][C:13]1=[O:17])[C:6]1[CH:11]=[CH:10][CH:9]=[CH:8][CH:7]=1.C(N(CCCC)CCCC)CCC>C(OCC)(=O)C>[CH:5](=[C:12]1[CH2:16][CH2:15][N:14]([C:1]([Cl:4])=[O:2])[C:13]1=[O:17])[C:6]1[CH:11]=[CH:10][CH:9]=[CH:8][CH:7]=1. Procedure details: 2.0 g (20.5 mmols) of phosgene are added to a suspension of 3.0 g (18.6 mmols) of 3-benzylidene-2-pyrrolidinone 50 ml in abs. ethyl acetate at -20°. A solution of 3.8 g (20.5 mmols) of tri-n-butylamine in 20 ml of abs. ethyl acetate is added dropwise to this mixture at 0° to 5°. After stirring for 4 hours at room temperature, dry nitrogen is passed through the mixture for 30 minutes and the mixture is then concentrated. Water is added to the oily residue, whereupon the acid chloride precipitates... The reactants are C[C@@H]1CC[C@H]2C[C@@H](/C(=C/C=C/C=C/[C@H](C[C@H](C(=O)[C@@H]([C@@H](/C(=C/[C@H](C(=O)C[C@H](OC(=O)[C@@H]3CCCCN3C(=O)C(=O)[C@@]1(O2)O)[C@H](C)C[C@@H]4CC[C@H]([C@@H](C4)OC)OC(=O)C(C)(CO)CO)C)/C)O)OC)C)C)/C)OC.B([O-])[O-] (CCI-779 boronate). Run in CC(=O)C (acetone). Reaction conditions: temperature 58 celsius, time 1 hour. The product is C[C@@H]1CC[C@H]2C[C@@H](/C(=C/C=C/C=C/[C@H](C[C@H](C(=O)[C@@H]([C@@H](/C(=C/[C@H](C(=O)C[C@H](OC(=O)[C@@H]3CCCCN3C(=O)C(=O)[C@@]1(O2)O)[C@H](C)C[C@@H]4CC[C@H]([C@@H](C4)OC)OC(=O)C(C)(CO)CO)C)/C)O)OC)C)C)/C)OC.B([O-])[O-] (CCI-779 boronate), C[C@@H]1CC[C@H]2C[C@@H](/C(=C/C=C/C=C/[C@H](C[C@H](C(=O)[C@@H]([C@@H](/C(=C/[C@H](C(=O)C[C@H](OC(=O)[C@@H]3CCCCN3C(=O)C(=O)[C@@]1(O2)O)[C@H](C)C[C@@H]4CC[C@H]([C@@H](C4)OC)O)C)/C)O)OC)C)C)/C)OC (rapamycin). As a reaction SMILES: [CH3:1][C@H:2]1[C@@:41]2([OH:43])[O:42][C@H:5]([CH2:6][C@H:7]([O:72][CH3:73])[C:8]([CH3:71])=[CH:9][CH:10]=[CH:11][CH:12]=[CH:13][C@@H:14]([CH3:70])[CH2:15][C@@H:16]([CH3:69])[C:17]([C@H:19]([O:67][CH3:68])[C@H:20]([OH:66])[C:21]([CH3:65])=[CH:22][C@@H:23]([CH3:64])[C:24]([CH2:26][C@@H:27]([C@@H:44]([CH2:46][C@H:47]3[CH2:52][C@@H:51]([O:53][CH3:54])[C@H:50]([O:55][C:56]([C:58]([CH2:62][OH:63])([CH2:60][OH:61])[CH3:59])=[O:57])[CH2:49][CH2:48]3)[CH3:45])[O:28][C:29]([C@H:31]3[N:36]([C:37]([C:39]2=[O:40])=[O:38])[CH2:35][CH2:34][CH2:33][CH2:32]3)=[O:30])=[O:25])=[O:18])[CH2:4][CH2:3]1.[BH:74]([O-:76])[O-:75]>CC(C)=O>[CH3:1][C@H:2]1[C@@:41]2([OH:43])[O:42][C@H:5]([CH2:6][C@H:7]([O:72][CH3:73])[C:8]([CH3:71])=[CH:9][CH:10]=[CH:11][CH:12]=[CH:13][C@@H:14]([CH3:70])[CH2:15][C@@H:16]([CH3:69])[C:17]([C@H:19]([O:67][CH3:68])[C@H:20]([OH:66])[C:21]([CH3:65])=[CH:22][C@@H:23]([CH3:64])[C:24]([CH2:26][C@@H:27]([C@@H:44]([CH2:46][C@H:47]3[CH2:52][C@@H:51]([O:53][CH3:54])[C@H:50]([O:55][C:56]([C:58]([CH2:60][OH:61])([CH2:62][OH:63])[CH3:59])=[O:57])[CH2:49][CH2:48]3)[CH3:45])[O:28][C:29]([C@H:31]3[N:36]([C:37]([C:39]2=[O:40])=[O:38])[CH2:35][CH2:34][CH2:33][CH2:32]3)=[O:30])=[O:25])=[O:18])[CH2:4][CH2:3]1.[BH:74]([O-:76])[O-:75].[CH3:1][C@H:2]1[C@@:41]2([OH:43])[O:42][C@H:5]([CH2:6][C@H:7]([O:72][CH3:73])[C:8]([CH3:71])=[CH:9][CH:10]=[CH:11][CH:12]=[CH:13][C@@H:14]([CH3:70])[CH2:15][C@@H:16]([CH3:69])[C:17]([C@H:19]([O:67][CH3:68])[C@H:20]([OH:66])[C:21]([CH3:65])=[CH:22][C@@H:23]([CH3:64])[C:24]([CH2:26][C@@H:27]([C@@H:44]([CH2:46][C@H:47]3[CH2:52][C@@H:51]([O:53][CH3:54])[C@H:50]([OH:55])[CH2:49][CH2:48]3)[CH3:45])[O:28][C:29]([C@H:31]3[N:36]([C:37]([C:39]2=[O:40])=[O:38])[CH2:35][CH2:34][CH2:33][CH2:32]3)=[O:30])=[O:25])=[O:18])[CH2:4][CH2:3]1 |f:0.1,3.4|. Reported procedure: Crude CCI-779 boronate (300 g) and acetone (900 g) was charged into a flask. The mixture was heated to reflux (55 to 61° C.) and held for 1 h. The mixture was cooled to 20-25° C. over 2-3 h, then distilled to remove acetone under vacuum (23-26″ Hg) at a pot temperature not exceeding 10-18° C. (final volume 940-960 mL). The diethyl ether (450 g) was added, stirred at 18-25° C. for 18 hours, and then filtered to give crude CCI-779 boronate (225 g, LOD=0.95%). The filtered crude CCI-779 boronate (2... The reactants are C(C1=CC=CC=C1)OC(=O)N1CCN(CC1)C1=CC=C(C=C1)S(=O)(=O)NCCCC(=O)O (4-[4-(4-benzyloxycarbonylpiperazin-1-yl)phenylsulphonylamino] butyric acid), C(C)(=O)[O-].[Na+] (sodium acetate), C(C)(=O)OC(C)=O (acetic anhydride). Yields the product C(C1=CC=CC=C1)OC(=O)N1CCN(CC1)C1=CC=C(C=C1)S(=O)(=O)N1C(CCC1)=O (1-[4-(4-benzyloxycarbonylpiperazin-1-yl)phenylsulphonyl]-2-pyrrolidinone). The yield is 71.1%. RXN SMILES: [CH2:1]([O:8][C:9]([N:11]1[CH2:16][CH2:15][N:14]([C:17]2[CH:22]=[CH:21][C:20]([S:23]([NH:26][CH2:27][CH2:28][CH2:29][C:30]([OH:32])=O)(=[O:25])=[O:24])=[CH:19][CH:18]=2)[CH2:13][CH2:12]1)=[O:10])[C:2]1[CH:7]=[CH:6][CH:5]=[CH:4][CH:3]=1.C([O-])(=O)C.[Na+].C(OC(=O)C)(=O)C>>[CH2:1]([O:8][C:9]([N:11]1[CH2:12][CH2:13][N:14]([C:17]2[CH:18]=[CH:19][C:20]([S:23]([N:26]3[CH2:27][CH2:28][CH2:29][C:30]3=[O:32])(=[O:25])=[O:24])=[CH:21][CH:22]=2)[CH2:15][CH2:16]1)=[O:10])[C:2]1[CH:3]=[CH:4][CH:5]=[CH:6][CH:7]=1 |f:1.2|. Procedure details: 8.2 g of product obtained in Stage A, 8.2. g of sodium acetate and 123 cm3 of acetic anhydride are heated to reflux for 30 minutes. The mixture is cooled to ambient temperature, evaporated to dryness, the residue is taken up with 100 cm3 of water, filtered and dried. 5.6 g of 1-[4-(4-benzyloxycarbonylpiperazin-1-yl)phenylsulphonyl]-2-pyrrolidinone is obtained. m.p.=153°-155° C. After recrystallization from an ethanol-acetone mixture (10-1), 3.7 g of product is obtained, melting at 158°-160° C. 7... Conditions: time 8 hour. Run in C(Cl)Cl (methylene chloride). Procedure: To a mixture of 4-(morpholinomethyl)benzoic acid (3.17 g, 12.3 mmol), 1-(4-hydroxyphenyl)-2-(4-hydroxy-4-phenylpiperidino)-1-propanone (4.0 g, 12.29 mmol), and 1-ethyl-3-(3-dimethylaminopropyl)-carbodiimide hydrochloride (2.36 g, 12.31 mmol) in methylene chloride (75 mL) was added 4-dimethylaminopyridine (1.88 g, 15.39 mmol). The heterogeneous mixture was allowed to stir overnight under a nitrogen atmosphere at ambient temperature. The mixture was washed with saturated aqueous bicarbonate (2×50 ... Starting materials: O1CCN(CC1)CC1=CC=C(C(=O)O)C=C1 (4-(morpholinomethyl)benzoic acid), OC1=CC=C(C=C1)C(C(C)N1CCC(CC1)(C1=CC=CC=C1)O)=O (1-(4-hydroxyphenyl)-2-(4-hydroxy-4-phenylpiperidino)-1-propanone), Cl.C(C)N=C=NCCCN(C)C (1-ethyl-3-(3-dimethylaminopropyl)-carbodiimide hydrochloride). Reagents/catalysts: CN(C1=CC=NC=C1)C (4-dimethylaminopyridine). The product is OC1(CCN(CC1)C(C(=O)C1=CC=C(C=C1)OC(C1=CC=C(C=C1)CN1CCOCC1)=O)C)C1=CC=CC=C1 (2-(4-Hydroxy-4-phenylpiperidino)-1-(4-(4-(morpholinomethyl)benzoyloxy)phenyl)-1-propanone). Yield: 79.6%. Reaction SMILES: [O:1]1[CH2:6][CH2:5][N:4]([CH2:7][C:8]2[CH:16]=[CH:15][C:11]([C:12]([OH:14])=[O:13])=[CH:10][CH:9]=2)[CH2:3][CH2:2]1.O[C:18]1[CH:23]=[CH:22][C:21]([C:24](=[O:40])[CH:25]([N:27]2[CH2:32][CH2:31][C:30]([OH:39])([C:33]3[CH:38]=[CH:37][CH:36]=[CH:35][CH:34]=3)[CH2:29][CH2:28]2)[CH3:26])=[CH:20][CH:19]=1.Cl.C(N=C=NCCCN(C)C)C>C(Cl)Cl.CN(C)C1C=CN=CC=1>[OH:39][C:30]1([C:33]2[CH:34]=[CH:35][CH:36]=[CH:37][CH:38]=2)[CH2:31][CH2:32][N:27]([CH:25]([CH3:26])[C:24]([C:21]2[CH:20]=[CH:19][C:18]([O:13][C:12](=[O:14])[C:11]3[CH:15]=[CH:16][C:8]([CH2:7][N:4]4[CH2:3][CH2:2][O:1][CH2:6][CH2:5]4)=[CH:9][CH:10]=3)=[CH:23][CH:22]=2)=[O:40])[CH2:28][CH2:29]1 |f:2.3|. The reactants are C(=O)[O-].[NH4+] (Ammonium formate), O1CCCC1 (tetrahydrofuran), C(C=C)N1N(C2=NC(=NC=C2C1=O)SC)C1=CC=CC(=N1)N1C(C=CC=C1)=O (6′-[2-allyl-6-(methylthio)-3-oxo-2,3-dihydro-1H-pyrazolo[3,4-d]pyrimidin-1-yl]-2H-1,2′-bipyridin-2-one). Solvent: C(Cl)(Cl)Cl (chloroform). The product is CSC1=NC=C2C(=N1)N(NC2=O)C2=CC=CC(=N2)N2C(C=CC=C2)=O (6′-[6-(methylthio)-3-oxo-2,3-dihydro-1H-pyrazolo[3,4-d]pyrimidin-1-yl]-2H-1,2′-bipyridin-2-one). As a reaction SMILES: C([O-])=O.[NH4+].O1CCCC1.C([N:13]1[C:21](=[O:22])[C:20]2[C:15](=[N:16][C:17]([S:23][CH3:24])=[N:18][CH:19]=2)[N:14]1[C:25]1[N:30]=[C:29]([N:31]2[CH:36]=[CH:35][CH:34]=[CH:33][C:32]2=[O:37])[CH:28]=[CH:27][CH:26]=1)C=C>C(Cl)(Cl)Cl>[CH3:24][S:23][C:17]1[N:16]=[C:15]2[N:14]([C:25]3[N:30]=[C:29]([N:31]4[CH:36]=[CH:35][CH:34]=[CH:33][C:32]4=[O:37])[CH:28]=[CH:27][CH:26]=3)[NH:13][C:21](=[O:22])[C:20]2=[CH:19][N:18]=1 |f:0.1|. Reported procedure: Ammonium formate (964 mg) and [1,1′-bis(diphenylphosphino)-ferrocene]dichloropalladium(II)/dichloromethane complex (208 mg) were added to a tetrahydrofuran (10 mL) solution of 6′-[2-allyl-6-(methylthio)-3-oxo-2,3-dihydro-1H-pyrazolo[3,4-d]pyrimidin-1-yl]-2H-1,2′-bipyridin-2-one (1 g), and heated overnight under reflux. The reaction liquid was cooled to room temperature, then diluted with chloroform, and washed with water and saturated saline water in order. The organic layer was dried with anhyd... Reactants: COC(=O)CN, C[O-], CO, CCC(=O)OC1C(COC(C)=O)OC(n2cc([N+](=O)[O-])c3c(Cl)ncnc32)C1OC(C)=O, Cl, [Na+]. Yields the product CCC(=O)OC1C(COC(C)=O)OC(n2cc([N+](=O)[O-])c3c(NCC(=O)OC)ncnc32)C1OC(C)=O. As a reaction SMILES: [CH3:34][O:35][C:36]([CH2:37][NH2:38])=[O:39].[CH3:40][O-:41].[CH3:43][OH:44].[Cl:1][c:2]1[c:3]2[c:4]([n:5][cH:6][n:7]1)[n:8]([CH:14]1[CH:15]([O:16][C:17]([CH3:18])=[O:19])[CH:20]([O:21][C:22]([CH2:23][CH3:24])=[O:25])[CH:26]([CH2:28][O:29][C:30]([CH3:31])=[O:32])[O:27]1)[cH:9][c:10]2[N+:11](=[O:12])[O-:13].[ClH:33].[Na+:42]>>[c:2]1([NH:38][CH2:37][C:36]([O:35][CH3:34])=[O:39])[c:3]2[c:4]([n:5][cH:6][n:7]1)[n:8]([CH:14]1[CH:15]([O:16][C:17]([CH3:18])=[O:19])[CH:20]([O:21][C:22]([CH2:23][CH3:24])=[O:25])[CH:26]([CH2:28][O:29][C:30]([CH3:31])=[O:32])[O:27]1)[cH:9][c:10]2[N+:11](=[O:12])[O-:13]. Reactants: 35-HCl, C1(=CC=CC=C1)P(C1=C(C2=CC=CC=C2C=C1)C1=C(C=CC2=CC=CC=C12)P(C1=CC=CC=C1)C1=CC=CC=C1)C1=CC=CC=C1 (BINAP), CC(C)([O-])C.[Na+] (sodium tert-butoxide), C(C)(C)(C)NC(=O)C1=CN(C2=NC(=C(N=C21)Br)C)COCC[Si](C)(C)C (2-bromo-3-methyl-5-(2-trimethylsilanyl-ethoxymethyl)-5H-pyrrolo[2,3-b]pyrazine-7-carboxylic acid tert-butylamide), CN1N=CC(=C1)N (1-methyl-1H-pyrazol-4-ylamine). The reagents and catalysts are C=1C=CC(=CC1)/C=C/C(=O)/C=C/C2=CC=CC=C2.C=1C=CC(=CC1)/C=C/C(=O)/C=C/C2=CC=CC=C2.C=1C=CC(=CC1)/C=C/C(=O)/C=C/C2=CC=CC=C2.[Pd].[Pd] (tris(dibenzylideneacetone)dipalladium). Solvent: C1(=CC=CC=C1)C (toluene), C(C)(=O)OCC (ethyl acetate). Reaction conditions: temperature 110 celsius, time 18.5 hour. Product: C(C)(C)(C)NC(=O)C1=CN(C2=NC(=C(N=C21)NC=2C=NN(C2)C)C)COCC[Si](C)(C)C (3-methyl-2-(1-methyl-1H-pyrazol-4-ylamino)-5-(2-trimethylsilanyl-ethoxymethyl)-5H-pyrrolo[2,3-b]pyrazine-7-carboxylic acid tert-butylamide). Reaction SMILES: [C:1]([NH:5][C:6]([C:8]1[C:16]2[C:11](=[N:12][C:13]([CH3:18])=[C:14](Br)[N:15]=2)[N:10]([CH2:19][O:20][CH2:21][CH2:22][Si:23]([CH3:26])([CH3:25])[CH3:24])[CH:9]=1)=[O:7])([CH3:4])([CH3:3])[CH3:2].[CH3:27][N:28]1[CH:32]=[C:31]([NH2:33])[CH:30]=[N:29]1.C1(P(C2C=CC=CC=2)C2C=CC3C(=CC=CC=3)C=2C2C3C(=CC=CC=3)C=CC=2P(C2C=CC=CC=2)C2C=CC=CC=2)C=CC=CC=1.CC(C)([O-])C.[Na+]>C1(C)C=CC=CC=1.C(OCC)(=O)C.C1C=CC(/C=C/C(/C=C/C2C=CC=CC=2)=O)=CC=1.C1C=CC(/C=C/C(/C=C/C2C=CC=CC=2)=O)=CC=1.C1C=CC(/C=C/C(/C=C/C2C=CC=CC=2)=O)=CC=1.[Pd].[Pd]>[C:1]([NH:5][C:6]([C:8]1[C:16]2[C:11](=[N:12][C:13]([CH3:18])=[C:14]([NH:33][C:31]3[CH:30]=[N:29][N:28]([CH3:27])[CH:32]=3)[N:15]=2)[N:10]([CH2:19][O:20][CH2:21][CH2:22][Si:23]([CH3:26])([CH3:25])[CH3:24])[CH:9]=1)=[O:7])([CH3:4])([CH3:3])[CH3:2] |f:3.4,7.8.9.10.11|. Reported procedure: A mixture of 2-bromo-3-methyl-5-(2-trimethylsilanyl-ethoxymethyl)-5H-pyrrolo[2,3-b]pyrazine-7-carboxylic acid tert-butylamide (0.110 g, 0.25 mmol), 1-methyl-1H-pyrazol-4-ylamine 1.35-HCl salt (0.073 g, 0.5 mmol), tris(dibenzylideneacetone)dipalladium (0.011 g, 0.0125 mmol), racemic BINAP [rac-2,2′-bis(diphenylphosphino)-1,1′-binaphthyl](0.023 g, 0.038 mmol) and sodium tert-butoxide (0.094 g, 0.98 mmol) in toluene (2½ mL), under an argon atmosphere, was heated and stirred in a sealed vessel at 11...